Dataset: the Open Reaction Database (ORD), a public repository of structured organic reaction records. Task: describe an organic reaction: reactants, conditions, products, and yield Starting materials: FC1=CC2=C(C(OC(N2)=O)=O)C=C1 (7-fluoro-1H-3,1-benzoxazine-2,4-dione), [H-].[Na+] (sodium hydride), CI (Methyl iodide). Solvent: CC(=O)N(C)C (dimethylacetamide). Run at time 75 minute. Product: FC1=CC2=C(C(OC(N2C)=O)=O)C=C1 (7-fluoro-1-methyl-1H-3,1-benzoxazine-2,4-dione). As a reaction SMILES: [F:1][C:2]1[CH:13]=[CH:12][C:5]2[C:6](=[O:11])[O:7][C:8](=[O:10])[NH:9][C:4]=2[CH:3]=1.[H-].[Na+].[CH3:16]I>CC(N(C)C)=O>[F:1][C:2]1[CH:13]=[CH:12][C:5]2[C:6](=[O:11])[O:7][C:8](=[O:10])[N:9]([CH3:16])[C:4]=2[CH:3]=1 |f:1.2|. Procedure: A stirred solution of 7-fluoro-1H-3,1-benzoxazine-2,4-dione (9.0 g) in dimethylacetamide (100 ml) at 18.5° was treated portionwise with sodium hydride (80% dispersion in mineral oil, 1.65 ) during 10 minutes. The mixture was stirred for a further 75 minutes. Methyl iodide (7.81 g) was then added dropwise to the stirred mixture during 5 minutes and the mixture was stirred for a further 18.5 hours at ambient temperature. Solvent (60 ml) was removed by distillation in vacuo. The residue was cooled ...